Dataset: the Open Reaction Database (ORD), a public repository of structured organic reaction records. Task: describe an organic reaction: reactants, conditions, products, and yield The reactants are BrCC(=O)C=1C=CC2=C(NC(S2)=O)C1 (5-bromoacetyl 2-benzothiazolinone), CC=1C(=NC=CC1)N (3-methyl-2-aminopyridine). The solvent is C(C)#N (acetonitrile). Yields the product CC=1C=2N(C=CC1)C=C(N2)C=2C=CC1=C(NC(S1)=O)C2 (5-(8-methylimidazo-[1,2-a]pyridin-2-yl)-2-benzothiazolinone). Isolated yield 65.2%. As a reaction SMILES: Br[CH2:2][C:3]([C:5]1[CH:6]=[CH:7][C:8]2[S:12][C:11](=[O:13])[NH:10][C:9]=2[CH:14]=1)=O.[CH3:15][C:16]1[C:17]([NH2:22])=[N:18][CH:19]=[CH:20][CH:21]=1>C(#N)C>[CH3:15][C:16]1[C:17]2[N:18]([CH:2]=[C:3]([C:5]3[CH:6]=[CH:7][C:8]4[S:12][C:11](=[O:13])[NH:10][C:9]=4[CH:14]=3)[N:22]=2)[CH:19]=[CH:20][CH:21]=1. Procedure: A solution of 5-bromoacetyl 2-benzothiazolinone (1.75g) and 3-methyl-2-aminopyridine [2.07 g] in acetonitrile [100 ml] was refluxed for 4 hours and the reaction mixture was evaporated in vacuo. To the residue was added a mixture of water, ethyl acetate and tetrahydrofuran. The resulting mixture was adJusted to pH 8.0 with 20% aqueous potassium carbonate. The separated organic layer was washed with brine and dried over magnesium sulfate. The solvent was removed in vacuo to afford a crystalline re... The reactants are C(#N)C=1C=C(C=CC1)N=C=O (3-cyanophenylisocyanate), NC1=CC=C(C=C1)S(=O)(=O)NCC1=CC=CC=C1 (4-amino-N-benzylbenzenesulfonamide). Yields the product C(C1=CC=CC=C1)NS(=O)(=O)C1=CC=C(C=C1)NC(=O)NC1=CC(=CC=C1)C#N (N-benzyl-4-[3-(3-cyanophenyl)-ureido]-benzenesulfonamide). RXN SMILES: [C:1]([C:3]1[CH:4]=[C:5]([N:9]=[C:10]=[O:11])[CH:6]=[CH:7][CH:8]=1)#[N:2].[NH2:12][C:13]1[CH:18]=[CH:17][C:16]([S:19]([NH:22][CH2:23][C:24]2[CH:29]=[CH:28][CH:27]=[CH:26][CH:25]=2)(=[O:21])=[O:20])=[CH:15][CH:14]=1>C(Cl)Cl>[CH2:23]([NH:22][S:19]([C:16]1[CH:15]=[CH:14][C:13]([NH:12][C:10]([NH:9][C:5]2[CH:6]=[CH:7][CH:8]=[C:3]([C:1]#[N:2])[CH:4]=2)=[O:11])=[CH:18][CH:17]=1)(=[O:21])=[O:20])[C:24]1[CH:29]=[CH:28][CH:27]=[CH:26][CH:25]=1. Conditions: time 1 hour. The solvent is C(Cl)Cl (DCM), C(Cl)Cl (DCM). Procedure details: A solution of 3-cyanophenylisocyanate (6.4 g, 1 eq) in DCM (100 ml), was added to 4-amino-N-benzylbenzenesulfonamide (10.4 g, 1 eq), dissolved in DCM (100 ml), at 4° C. in small portions, stirred for 1 h. Afterwards the mixture was stirred at rt for 16 h. The solvent was removed in vacuo and the residue was recrystallized from ethanol/water (1/1). The product was filtered, washed 2 times with ethanol/water (1/1) at 4° C., and dried in vacuo to give N-benzyl-4-[3-(3-cyanophenyl)-ureido]-benzenesu... Procedure: A mixture of 3,4-dihydro-2,2-dioxo-6-nitro-4-oxo-1H-2,3-benzothiazine (267 mg, 1.1 mmol) and 10% palladium on carbon (26 mg, 10% (w/w)) in methanol (50 ml) was hydrogenated at 50 psi for 30 min. The mixture was then filtered, the solid washed with methanol and the filtrates evaporated in vacuo to give the title compound (239 mg, 100%) as a yellow solid. 1H NMR (360 MHz, D6-DMSO) δ 3.87 (2H, s), 5.11 (2H, brs), 6.59 (1H, dd, J=8.0 and 2.5 Hz), 6.88 (1H, d, J=8.0 Hz), 7.15 (1H, d, J=2.5 Hz). MS (F... Yield: 102.4%. Reagents/catalysts: [Pd] (palladium on carbon). Run at time 30 minute. Yields the product NC=1C=CC2=C(C(NS(C2)(=O)=O)=O)C1 (6-Amino-3,4-dihydro-2,2-dioxo-4-oxo-1H-2,3-benzothiazine). As a reaction SMILES: [O:1]=[S:2]1(=[O:16])[NH:7][C:6](=[O:8])[C:5]2[CH:9]=[C:10]([N+:13]([O-])=O)[CH:11]=[CH:12][C:4]=2[CH2:3]1>[Pd].CO>[NH2:13][C:10]1[CH:11]=[CH:12][C:4]2[CH2:3][S:2](=[O:16])(=[O:1])[NH:7][C:6](=[O:8])[C:5]=2[CH:9]=1. The solvent is CO (methanol). Starting materials: O=S1(CC2=C(C(N1)=O)C=C(C=C2)[N+](=O)[O-])=O (3,4-dihydro-2,2-dioxo-6-nitro-4-oxo-1H-2,3-benzothiazine). The reactants are COc1cccc(OC(F)(F)F)c1, CN(C)C(=O)C1CC(O)CN1C1(c2cccc3c2OCO3)C(=O)Nc2ccc([N+](=O)[O-])cc21, O=S(=O)(Cl)Cl. Product: COc1ccc(S(=O)(=O)N2C(=O)C(c3cccc4c3OCO4)(N3CC(O)CC3C(=O)N(C)C)c3cc([N+](=O)[O-])ccc32)c(OC(F)(F)F)c1. RXN SMILES: [CH3:39][O:40][c:41]1[cH:42][c:43]([O:47][C:48]([F:49])([F:50])[F:51])[cH:44][cH:45][cH:46]1.[O:1]1[CH2:2][O:3][c:4]2[c:5]1[cH:6][cH:7][cH:8][c:9]2[C:10]1([N:23]2[CH:24]([C:25](=[O:26])[N:27]([CH3:28])[CH3:29])[CH2:30][CH:31]([OH:33])[CH2:32]2)[C:11](=[O:22])[NH:12][c:13]2[cH:14][cH:15][c:16]([N+:19](=[O:20])[O-:21])[cH:17][c:18]21.[S:34](=[O:35])(=[O:36])([Cl:37])[Cl:38]>>[O:1]1[CH2:2][O:3][c:4]2[c:5]1[cH:6][cH:7][cH:8][c:9]2[C:10]1([N:23]2[CH:24]([C:25](=[O:26])[N:27]([CH3:28])[CH3:29])[CH2:30][CH:31]([OH:33])[CH2:32]2)[C:11](=[O:22])[N:12]([S:34](=[O:35])(=[O:36])[c:44]2[c:43]([O:47][C:48]([F:49])([F:50])[F:51])[cH:42][c:41]([O:40][CH3:39])[cH:46][cH:45]2)[c:13]2[cH:14][cH:15][c:16]([N+:19](=[O:20])[O-:21])[cH:17][c:18]21. The reactants are C1CCOC1, O=C1CCCN(Cc2ccccc2)C1, CS(C)=O, [H-], [Na+]. Product: c1ccc(CN2CCCC3(CO3)C2)cc1. Reaction SMILES: [CH2:21]1[O:22][CH2:23][CH2:24][CH2:25]1.[CH2:3]([c:4]1[cH:5][cH:6][cH:7][cH:8][cH:9]1)[N:10]1[CH2:11][C:12](=[O:16])[CH2:13][CH2:14][CH2:15]1.[CH3:17][S:18]([CH3:19])=[O:20].[H-:1].[Na+:2]>>[CH2:3]([c:4]1[cH:5][cH:6][cH:7][cH:8][cH:9]1)[N:10]1[CH2:11][C:12]2([CH2:13][CH2:14][CH2:15]1)[O:16][CH2:17]2. Starting materials: ClC=1C=C(C=C(C1OC1=C(C=C(C=C1)[N+](=O)[O-])Cl)Cl)S(=O)(=O)Cl (3,5-Dichloro-4-(2-Chloro-4-Nitrophenoxy)Benzene-1-Sulfonyl Chloride), [OH-].[NH4+] (ammonium hydroxide). Run in ClCCl (dichloromethane). Reaction conditions: time 4 hour. Yields the product ClC=1C=C(C=C(C1OC1=C(C=C(C=C1)[N+](=O)[O-])Cl)Cl)S(=O)(=O)N (3,5-dichloro-4-(2-chloro-4-nitro phenoxy) benzenesulfonamide). Isolated yield 94.0%. As a reaction SMILES: [Cl:1][C:2]1[CH:3]=[C:4]([S:20](Cl)(=[O:22])=[O:21])[CH:5]=[C:6]([Cl:19])[C:7]=1[O:8][C:9]1[CH:14]=[CH:13][C:12]([N+:15]([O-:17])=[O:16])=[CH:11][C:10]=1[Cl:18].[OH-].[NH4+:25]>ClCCl>[Cl:1][C:2]1[CH:3]=[C:4]([S:20]([NH2:25])(=[O:22])=[O:21])[CH:5]=[C:6]([Cl:19])[C:7]=1[O:8][C:9]1[CH:14]=[CH:13][C:12]([N+:15]([O-:17])=[O:16])=[CH:11][C:10]=1[Cl:18] |f:1.2|. Procedure details: 2 m. moles of 3,5-Dichloro-4-(2-Chloro-4-Nitrophenoxy)Benzene-1-Sulfonyl Chloride (932 mg) in 5 ml of dichloromethane was cooled to −78° C. and 2 ml of ammonium hydroxide solution added to it. The reaction was stirred for 4 hours. The solvent was evaporated to give 755 mg (94% yield) of pure 3,5-dichloro-4-(2-chloro-4-nitro phenoxy) benzenesulfonamide. Starting materials: [Li+].[OH-] (LiOH), OO (H2O2), C(C1=CC=CC=C1)SC(C(CC1=CC=CC=C1)C1O[Si](OC(CC=C1)C(CC1=CC=C(C=C1)OC(C)(C)C)NC(=O)OC(C)(C)C)(C)C)=O (2-{8-[1-tert-Butoxycarbonylamino-2-(4-tert-butoxy-phenyl)-ethyl]-2,2-dimethyl-7,8-dihydo-4H-[1,3,2]dioxasilocin-4-yl}-3-phenyl-thiopropionic acid S-benzyl ester), N1=CC=CC=C1 (pyridine), thioester. The solvent is C1CCOC1 (THF), C1CCOC1 (THF). Conditions: time 3 hour. Yields the product NC(C(C\C=C/C(C(C(=O)O)CC1=CC=CC=C1)O)O)CC1=CC=C(C=C1)O ((Z)-8-Amino-2-benzyl-3,7-dihydroxy-9-(4-hydroxy-phenyl)-non-4-enoic acid). RXN SMILES: C(S[C:9](=[O:49])[CH:10]([CH:18]1[CH:25]=[CH:24][CH2:23][CH:22]([CH:26]([NH:39]C(OC(C)(C)C)=O)[CH2:27][C:28]2[CH:33]=[CH:32][C:31]([O:34]C(C)(C)C)=[CH:30][CH:29]=2)[O:21][Si](C)(C)[O:19]1)[CH2:11][C:12]1[CH:17]=[CH:16][CH:15]=[CH:14][CH:13]=1)C1C=CC=CC=1.N1C=CC=CC=1.[Li+].[OH-:57].OO>C1COCC1>[NH2:39][CH:26]([CH2:27][C:28]1[CH:29]=[CH:30][C:31]([OH:34])=[CH:32][CH:33]=1)[CH:22]([OH:21])[CH2:23]/[CH:24]=[CH:25]\[CH:18]([OH:19])[CH:10]([CH2:11][C:12]1[CH:17]=[CH:16][CH:15]=[CH:14][CH:13]=1)[C:9]([OH:57])=[O:49] |f:2.3|. Procedure: Compounds 8 were silyl deprotected in parallel with HF/pyridine in THF at 0° C. for 30 minutes according to the reported procedure. The products were purified by flash chromatography (4:1 hexanes:EtOAc to 1:1 hexanes:EtOAc) to give the desilylated products in the following yields: (S,S,S,R) 83%, (S,S,R,R) 67%, (S,R,R,R) 85%, (S,R,S,R) 81%. To hydrolyze the thioester to the free acid, these products were dissolved in THF (40 ml/mmole) in parallel, and a 1:1 mixture of 0.2 N LiOH (aq, 4 eq.) and 3...